This data is from the Open Reaction Database (ORD), a public repository of structured organic reaction records. The task is: describe an organic reaction: reactants, conditions, products, and yield Reactants: ClC(C(=O)OC)=O (Methyl chlorooxoacetate), CN1C=CC2=CC=C(C=C12)N1CCOCC1 (1-Methyl-6-morpholin-4-yl-1H-indole), ClC(C(=O)OC)=O (methyl chlorooxoacetate). Run in C(Cl)Cl (CH2Cl2). Conditions: temperature 0 celsius, time 2 hour. Yields the product CN1C=C(C2=CC=C(C=C12)N1CCOCC1)C(C(=O)OC)=O (methyl (1-methyl-6-morpholin-4-yl-1H-indol-3-yl)glyoxylate). Yield: 110.3%. Reaction SMILES: [CH3:1][N:2]1[C:10]2[C:5](=[CH:6][CH:7]=[C:8]([N:11]3[CH2:16][CH2:15][O:14][CH2:13][CH2:12]3)[CH:9]=2)[CH:4]=[CH:3]1.Cl[C:18](=[O:23])[C:19]([O:21][CH3:22])=[O:20]>C(Cl)Cl>[CH3:1][N:2]1[C:10]2[C:5](=[CH:6][CH:7]=[C:8]([N:11]3[CH2:12][CH2:13][O:14][CH2:15][CH2:16]3)[CH:9]=2)[C:4]([C:18](=[O:23])[C:19]([O:21][CH3:22])=[O:20])=[CH:3]1. Reported procedure: 1-Methyl-6-morpholin-4-yl-1H-indole (3.89 g, 18 mmol) was dissolved in CH2Cl2 (18 mL) and cooled at 0° C. Methyl chlorooxoacetate (2.4 mL, 26 mmol) was added to give a dark solution. Stirring was continued for 2 h at 0° C. and more methyl chlorooxoacetate (0.40 mL, 4.3 mmol) was added. After a further 2 h, the solvent was evaporated. The resulting solid was taken up in ether, filtered and washed well with ether to give crude methyl (1-methyl-6-morpholin-4-yl-1H-indol-3-yl)glyoxylate (6 g).